From a dataset of the Open Reaction Database (ORD), a public repository of structured organic reaction records. describe an organic reaction: reactants, conditions, products, and yield Starting materials: Cc1cc(O)c(SC(C)(C)C)c(=O)o1, CC(=O)O, O, OO. Product: Cc1cc(O)c(S(=O)C(C)(C)C)c(=O)o1. As a reaction SMILES: [C:3]([CH3:4])([CH3:5])([CH3:6])[S:7][c:8]1[c:9](=[O:16])[o:10][c:11]([CH3:15])[cH:12][c:13]1[OH:14].[CH3:17][C:18]([OH:19])=[O:20].[OH2:21].[OH:1][OH:2]>>[C:3]([CH3:4])([CH3:5])([CH3:6])[S:7]([c:8]1[c:9](=[O:16])[o:10][c:11]([CH3:15])[cH:12][c:13]1[OH:14])=[O:19].